The task is: describe an organic reaction: reactants, conditions, products, and yield. This data is from the Open Reaction Database (ORD), a public repository of structured organic reaction records. Starting materials: FC(C=1C=C(CN([C@@H]2C[C@@H](NC3=C(C=C(C=C23)C(F)(F)F)Br)C2CC2)C(=O)OC)C=C(C1)C(F)(F)F)(F)F (cis-4-[(3,5-Bis-trifluoromethyl-benzyl)-methoxycarbonyl-amino]-8-bromo-2-cyclopropyl-6-trifluoromethyl-3,4-dihydro-2H-quinoline), C(=O)(Cl)Cl (phosgene), C(=O)(Cl)Cl.C1(=CC=CC=C1)C (phosgene toluene). The solvent is C1(=CC=CC=C1)C (toluene). Conditions: time 24 hour. The product is FC(C=1C=C(CN([C@@H]2C[C@@H](N(C3=C(C=C(C=C23)C(F)(F)F)Br)C(=O)Cl)C2CC2)C(=O)OC)C=C(C1)C(F)(F)F)(F)F (cis-4-[(3,5-Bis-trifluoromethyl-benzyl)-methoxycarbonyl-amino]-8-bromo-2-cyclopropyl-6-trifluoromethyl-3,4-dihydro-2H-quinoline-1-carbonyl Chloride). Reaction SMILES: [F:1][C:2]([F:38])([F:37])[C:3]1[CH:4]=[C:5]([CH:30]=[C:31]([C:33]([F:36])([F:35])[F:34])[CH:32]=1)[CH2:6][N:7]([C:26]([O:28][CH3:29])=[O:27])[C@H:8]1[C:17]2[C:12](=[C:13]([Br:22])[CH:14]=[C:15]([C:18]([F:21])([F:20])[F:19])[CH:16]=2)[NH:11][C@@H:10]([CH:23]2[CH2:25][CH2:24]2)[CH2:9]1.[C:39](Cl)([Cl:41])=[O:40].C(Cl)(Cl)=O.C1(C)C=CC=CC=1>C1(C)C=CC=CC=1>[F:38][C:2]([F:1])([F:37])[C:3]1[CH:4]=[C:5]([CH:30]=[C:31]([C:33]([F:34])([F:35])[F:36])[CH:32]=1)[CH2:6][N:7]([C:26]([O:28][CH3:29])=[O:27])[C@H:8]1[C:17]2[C:12](=[C:13]([Br:22])[CH:14]=[C:15]([C:18]([F:21])([F:20])[F:19])[CH:16]=2)[N:11]([C:39]([Cl:41])=[O:40])[C@@H:10]([CH:23]2[CH2:24][CH2:25]2)[CH2:9]1 |f:2.3|. Procedure: A solution of cis-4-[(3,5-bis-trifluoromethyl-benzyl)-methoxycarbonyl-amino]-8-bromo-2-cyclopropyl-6-trifluoromethyl-3,4-dihydro-2H-quinoline (Example 100C) (1.0 g) in 50 mL of a 20% phosgene in toluene solution was heated to reflux for 24 h. Additional phosgene/toluene (50 ml) was added and heating was continued for an additional 24 h. Excess phosgene was removed by purging with nitrogen. The resulting solution was concentrated to afford the crude title product which was used without further pu...